From a dataset of the Open Reaction Database (ORD), a public repository of structured organic reaction records. describe an organic reaction: reactants, conditions, products, and yield The reactants are C(#N)C(CCOC)(CCOC)NC(OC(C)(C)C)=O (tert-butyl (3-cyano-1,5-dimethoxypentan-3-yl)carbamate), [BH4-].[Na+] (sodium borohydride), C(C)(=O)OCC (ethyl acetate), [OH-].[Na+] (sodium hydroxide). Reagents/catalysts: [Co](Cl)Cl (cobalt(II) chloride). The solvent is CO (methanol). Run at time 4 hour. The product is NCC(CCOC)(CCOC)NC(OC(C)(C)C)=O (tert-butyl (3-(aminomethyl)-1,5-dimethoxypentan-3-yl)carbamate). The yield is 141.1%. RXN SMILES: [C:1]([C:3]([NH:12][C:13](=[O:19])[O:14][C:15]([CH3:18])([CH3:17])[CH3:16])([CH2:8][CH2:9][O:10][CH3:11])[CH2:4][CH2:5][O:6][CH3:7])#[N:2].[BH4-].[Na+].C(OCC)(=O)C.[OH-].[Na+]>CO.[Co](Cl)Cl>[NH2:2][CH2:1][C:3]([NH:12][C:13](=[O:19])[O:14][C:15]([CH3:17])([CH3:16])[CH3:18])([CH2:4][CH2:5][O:6][CH3:7])[CH2:8][CH2:9][O:10][CH3:11] |f:1.2,4.5|. Procedure: To a suspension of tert-butyl (3-cyano-1,5-dimethoxypentan-3-yl)carbamate (G20, 192 mg) and cobalt(II) chloride (183 mg) in methanol (7 mL), sodium borohydride (134 mg) was added at room temperature, and the mixture was stirred at the same temperature for 4 hours. To the reaction mixture, ethyl acetate and 1.0 mol/L aqueous sodium hydroxide were added. The organic layer was separated, washed with saturated aqueous sodium chloride, and then dried over anhydrous sodium sulfate, and the solvent was... Starting materials: BrCCCBr, O=C([O-])[O-], CS(C)=O, Cl, N#CC(C#N)CC(F)(F)C(F)(F)C(F)(F)C(F)F, [K+], [K+]. Product: N#CC(C#N)(CCCBr)CC(F)(F)C(F)(F)C(F)(F)C(F)F. As a reaction SMILES: [Br:19][CH2:20][CH2:21][CH2:22][Br:23].[C:24](=[O:25])([O-:26])[O-:27].[CH3:31][S:32](=[O:33])[CH3:34].[ClH:30].[F:1][C:2]([CH2:3][CH:4]([C:5]#[N:6])[C:7]#[N:8])([C:9]([C:10]([CH:11]([F:12])[F:13])([F:14])[F:15])([F:16])[F:17])[F:18].[K+:28].[K+:29]>>[F:1][C:2]([CH2:3][C:4]([C:5]#[N:6])([C:7]#[N:8])[CH2:22][CH2:21][CH2:20][Br:19])([C:9]([C:10]([CH:11]([F:12])[F:13])([F:14])[F:15])([F:16])[F:17])[F:18]. The reactants are Cc1nc(-c2ccccc2)nc(-c2cccc([N+](=O)[O-])c2)c1C(C)Br, CN1CCNCC1, CC(C)O. Product: Cc1nc(-c2ccccc2)nc(-c2cccc([N+](=O)[O-])c2)c1C(C)N1CCN(C)CC1. RXN SMILES: [Br:1][CH:2]([CH3:3])[c:4]1[c:5](-[c:17]2[cH:18][c:19]([N+:23](=[O:24])[O-:25])[cH:20][cH:21][cH:22]2)[n:6][c:7](-[c:11]2[cH:12][cH:13][cH:14][cH:15][cH:16]2)[n:8][c:9]1[CH3:10].[CH3:26][N:27]1[CH2:28][CH2:29][NH:30][CH2:31][CH2:32]1.[CH:33]([OH:34])([CH3:35])[CH3:36]>>[CH:2]([CH3:3])([c:4]1[c:5](-[c:17]2[cH:18][c:19]([N+:23](=[O:24])[O-:25])[cH:20][cH:21][cH:22]2)[n:6][c:7](-[c:11]2[cH:12][cH:13][cH:14][cH:15][cH:16]2)[n:8][c:9]1[CH3:10])[N:30]1[CH2:29][CH2:28][N:27]([CH3:26])[CH2:32][CH2:31]1. The reactants are C(=O)(C(F)(F)F)O (TFA), FC=1C=C(C=C(C1[Si](C)(C)C)F)NC(=O)[C@H]1C=2C=CC(=NC2CCN1C(=O)[C@H]1C[C@H](C1)CC(=O)OC(C)(C)C)OC (tert-butyl 2-(cis-3-((R)-5-((3,5-difluoro-4-(trimethylsilyl)phenyl)carbamoyl)-2-methoxy-5,6,7,8-tetrahydro-1,6-naphthyridine-6-carbonyl)cyclobutyl)acetate), C(O)([O-])=O.[Na+] (sodium hydrogencarbonate). Conditions: temperature 0 celsius, time 30 minute. The product is FC=1C=C(C=C(C1[Si](C)(C)C)F)NC(=O)[C@H]1C=2C=CC(=NC2CCN1C(=O)[C@H]1C[C@H](C1)CC(=O)O)OC ((cis-3-(((5R)-5-((3,5-difluoro-4-(trimethylsilyl)phenyl)carbamoyl)-2-methoxy-7,8-dihydro-1,6-naphthyridin-6(5H)-yl)carbonyl)cyclobutyl)acetic acid). The yield is 74.1%. As a reaction SMILES: C(O)(C(F)(F)F)=O.[F:8][C:9]1[CH:10]=[C:11]([NH:20][C:21]([C@@H:23]2[N:32]([C:33]([C@@H:35]3[CH2:38][C@H:37]([CH2:39][C:40]([O:42]C(C)(C)C)=[O:41])[CH2:36]3)=[O:34])[CH2:31][CH2:30][C:29]3[N:28]=[C:27]([O:47][CH3:48])[CH:26]=[CH:25][C:24]2=3)=[O:22])[CH:12]=[C:13]([F:19])[C:14]=1[Si:15]([CH3:18])([CH3:17])[CH3:16].C(=O)([O-])O.[Na+]>>[F:8][C:9]1[CH:10]=[C:11]([NH:20][C:21]([C@@H:23]2[N:32]([C:33]([C@@H:35]3[CH2:36][C@H:37]([CH2:39][C:40]([OH:42])=[O:41])[CH2:38]3)=[O:34])[CH2:31][CH2:30][C:29]3[N:28]=[C:27]([O:47][CH3:48])[CH:26]=[CH:25][C:24]2=3)=[O:22])[CH:12]=[C:13]([F:19])[C:14]=1[Si:15]([CH3:18])([CH3:17])[CH3:16] |f:2.3|. Reported procedure: Cooled TFA (2 mL) was added to tert-butyl 2-(cis-3-((R)-5-((3,5-difluoro-4-(trimethylsilyl)phenyl)carbamoyl)-2-methoxy-5,6,7,8-tetrahydro-1,6-naphthyridine-6-carbonyl)cyclobutyl)acetate (100 mg, 0.17 mmol) at 0° C., and the mixture was stirred at 0° C. for 30 min. The pH of the reaction mixture was adjusted to 6 with cooled aqueous sodium hydrogencarbonate solution, and the mixture was extracted with ethyl acetate. The organic layer was dried over magnesium sulfate, and the solvent was evaporate... Reaction SMILES: [CH3:1][C:2]1[NH:3][C:4]([C:12]([O:14]CC)=O)=[C:5]([CH:7]2[CH2:11][CH2:10][CH2:9][O:8]2)[N:6]=1.O1CCCC1C(Cl)=O.N[N:26]1C(C(OCC)=O)=C(C2CCCO2)[N:28]=[C:27]1C>>[CH3:1][C:2]1[N:3]2[C:4]([C:12](=[O:14])[NH:28][CH:27]=[N:26]2)=[C:5]([CH:7]2[CH2:11][CH2:10][CH2:9][O:8]2)[N:6]=1. Procedure: Ethyl 2-methyl-4-(tetrahydrofuran-2-yl)-1H-imidazole-5-carboxylate (C52) [prepared in an analogous manner to C63 in Preparation P2, by employing tetrahydrofuran-2-carbonyl chloride as starting material] (0.4 mol) was converted to ethyl 1-amino-2-methyl-4-(tetrahydrofuran-2-yl)-1H-imidazole-5-carboxylate (C53) using the general method for synthesis of C64 in Preparation P2. In this case, due to enhanced water-solubility, extraction was carried out with a mixture of ethyl acetate and tetrahydrofur... Product: CC1=NC(=C2C(NC=NN21)=O)C2OCCC2 (7-methyl-5-(tetrahydrofuran-2-yl)imidazo[5,1-f][1,2,4]triazin-4(3H)-one). Starting materials: CC=1NC(=C(N1)C1OCCC1)C(=O)OCC (Ethyl 2-methyl-4-(tetrahydrofuran-2-yl)-1H-imidazole-5-carboxylate), O1C(CCC1)C(=O)Cl (tetrahydrofuran-2-carbonyl chloride), NN1C(=NC(=C1C(=O)OCC)C1OCCC1)C (ethyl 1-amino-2-methyl-4-(tetrahydrofuran-2-yl)-1H-imidazole-5-carboxylate).